This data is from the Open Reaction Database (ORD), a public repository of structured organic reaction records. The task is: describe an organic reaction: reactants, conditions, products, and yield Starting materials: ClC1=C2C(=[N+](C=C1)[O-])NC=N2 (7-Chloro-3H-imidazo[4,5-b]pyridine-4-oxide), P(=O)(Cl)(Cl)Cl (phosphorus oxychloride). The product is ClC1=CC(=C2C(=N1)NC=N2)Cl (5,7-Dichloro-3H-imidazo[4,5-b]pyridine). As a reaction SMILES: [Cl:1][C:2]1[CH:7]=[CH:6][N+:5]([O-])=[C:4]2[NH:9][CH:10]=[N:11][C:3]=12.P(Cl)(Cl)([Cl:14])=O>>[Cl:14][C:6]1[N:5]=[C:4]2[NH:9][CH:10]=[N:11][C:3]2=[C:2]([Cl:1])[CH:7]=1. Reported procedure: 7-Chloro-3H-imidazo[4,5-b]pyridine-4-oxide (15 g, 88.5 mMol) and 300 mL phosphorus oxychloride were heated at 110° C. under a nitrogen atmosphere. After 4 hours the excess phosphorus oxychloride was removed in vacuo. The residue was dissolved in water and the solution was neutralized by the addition of aqueous ammonium hydroxide. The suspension was cooled and the solid isolated. After drying, the product, 5,7-dichloro-3H-imidazo[4,5-b]pyridine, weighed 10.5 g (54.5 mMol, 61.6%); m.p. 263° C.; NM... The reactants are N#Cc1ccccc1CBr, CC(C)S(=O)(=O)NC1CCCCC1(O)c1ccc(O)cc1. Yields the product CC(C)S(=O)(=O)NC1CCCCC1(O)c1ccc(OCc2ccccc2C#N)cc1. Reaction SMILES: [C:1](#[N:2])[c:3]1[c:4]([CH2:5][Br:6])[cH:7][cH:8][cH:9][cH:10]1.[OH:11][C:12]1([c:25]2[cH:26][cH:27][c:28]([OH:31])[cH:29][cH:30]2)[CH:13]([NH:18][S:19](=[O:20])(=[O:21])[CH:22]([CH3:23])[CH3:24])[CH2:14][CH2:15][CH2:16][CH2:17]1>>[C:1](#[N:2])[c:3]1[c:4]([CH2:5][O:31][c:28]2[cH:27][cH:26][c:25]([C:12]3([OH:11])[CH:13]([NH:18][S:19](=[O:20])(=[O:21])[CH:22]([CH3:23])[CH3:24])[CH2:14][CH2:15][CH2:16][CH2:17]3)[cH:30][cH:29]2)[cH:7][cH:8][cH:9][cH:10]1. Reactants: COC(=O)C(=O)c1ccc(OCCSc2ccccc2)cc1, CCCCCC, CO, [Na+], [OH-], c1ccccc1. Yields the product O=C(O)C(=O)c1ccc(OCCSc2ccccc2)cc1. Reaction SMILES: [CH3:1][O:2][C:3]([C:4]([c:5]1[cH:6][cH:7][c:8]([O:11][CH2:12][CH2:13][S:14][c:15]2[cH:16][cH:17][cH:18][cH:19][cH:20]2)[cH:9][cH:10]1)=[O:21])=[O:22].[CH3:23][CH2:24][CH2:25][CH2:26][CH2:27][CH3:28].[CH3:35][OH:36].[Na+:38].[OH-:37].[cH:29]1[cH:30][cH:31][cH:32][cH:33][cH:34]1>>[O:2]=[C:3]([C:4]([c:5]1[cH:6][cH:7][c:8]([O:11][CH2:12][CH2:13][S:14][c:15]2[cH:16][cH:17][cH:18][cH:19][cH:20]2)[cH:9][cH:10]1)=[O:21])[OH:22]. The reactants are C1(=CC=CC=C1)S (thiophenol), BrC1=CC(=C(C=C1)NC(CC(=O)O)=O)C (3[(4-bromo-2-methylphenyl)amino]-3-oxopropanoic acid), ice, BrC1=CC(=C(C=C1)NC(CC(=O)N(C(=O)NC1CCCCC1)C1CCCCC1)=O)C (1-(3-[(4-bromo-2-methylphenyl)amino]-3-oxopropanoyl)-1,3-dicyclohexylurea), C1(CCCCC1)N=C=NC1CCCCC1 (1,3-dicyclohexylcarbodiimide). Run in O1CCCC1 (tetrahydrofuran), O1CCCC1 (tetrahydrofuran). Reaction conditions: time 1 hour. Product: BrC1=CC(=C(C=C1)NC(CC(SC1=CC=CC=C1)=O)=O)C (S-phenyl 3-[(4-bromo-2-methylphenyl)amino]-3-oxopropanethioate). Isolated yield 40.0%. As a reaction SMILES: [Br:1][C:2]1[CH:7]=[CH:6][C:5]([NH:8][C:9](=[O:14])[CH2:10][C:11]([OH:13])=O)=[C:4]([CH3:15])[CH:3]=1.[C:16]1([SH:22])[CH:21]=[CH:20][CH:19]=[CH:18][CH:17]=1.C1(N=C=NC2CCCCC2)CCCCC1.BrC1C=CC(NC(=O)CC(N(C2CCCCC2)C(NC2CCCCC2)=O)=O)=C(C)C=1>O1CCCC1>[Br:1][C:2]1[CH:7]=[CH:6][C:5]([NH:8][C:9](=[O:14])[CH2:10][C:11](=[O:13])[S:22][C:16]2[CH:21]=[CH:20][CH:19]=[CH:18][CH:17]=2)=[C:4]([CH3:15])[CH:3]=1. Procedure details: To a stirred mixture of 5.44 grams (0.02 mole) of 3-[(4-bromo-2-emthylphenyl)amino]-3-oxopropanoic acid prepared in Example V (Compound No. 97) and 2.31 grams (0.02 mole) of thiophenol in approximately 100 milliliters of dry tetrahydrofuran in an oven-dried reaction flask was fed a solution of 4.13 grams (0.02 mole) of 1,3-dicyclohexylcarbodiimide in about 25 milliliters of dry tetrahydrofuran, while cooling the reaction mixture in an ice-water bath. On completing the feed the ice bath was remov... Reaction SMILES: [Cl:1][C:2]1[CH:3]=[C:4]([S:9]([N:12]([CH2:22][P:23](=[O:30])([O:27][CH2:28][CH3:29])[O:24][CH2:25][CH3:26])[C:13]2[CH:14]=[C:15]3[C:19](=[CH:20][CH:21]=2)[NH:18][CH2:17][CH2:16]3)(=[O:11])=[O:10])[CH:5]=[C:6]([Cl:8])[CH:7]=1.[C:31](OC(=O)C)(=[O:33])[CH3:32].[OH-].[Na+]>ClCCl>[C:31]([N:18]1[C:19]2[C:15](=[CH:14][C:13]([N:12]([CH2:22][P:23](=[O:30])([O:24][CH2:25][CH3:26])[O:27][CH2:28][CH3:29])[S:9]([C:4]3[CH:5]=[C:6]([Cl:8])[CH:7]=[C:2]([Cl:1])[CH:3]=3)(=[O:10])=[O:11])=[CH:21][CH:20]=2)[CH2:16][CH2:17]1)(=[O:33])[CH3:32] |f:2.3|. The solvent is ClCCl (dichloromethane), ClCCl (dichloromethane). Reported procedure: 1.45 g diethyl {[(3,5-dichloro-phenylsulphonyl)-(2,3-dihydro-1H-indol-5-yl)-amino]-methyl}-phosphonate are dissolved in 20 ml dichloromethane, combined with 2 ml acetic anhydride and stirred for 2 hours at ambient temperature. The mixture is diluted with dichloromethane, cooled to 0° C. and 20 ml of 4 N sodium hydroxide solution are added thereto. After stirring for 30 minutes the phases are separated and the organic phase is washed with saturated sodium chloride solution. Then it is dried on ma... The reactants are C(C)(=O)OC(C)=O (acetic anhydride), ClC=1C=C(C=C(C1)Cl)S(=O)(=O)N(C=1C=C2CCNC2=CC1)CP(OCC)(OCC)=O (diethyl {[(3,5-dichloro-phenylsulphonyl)-(2,3-dihydro-1H-indol-5-yl)-amino]-methyl}-phosphonate), [OH-].[Na+] (sodium hydroxide). Conditions: time 2 hour. The product is C(C)(=O)N1CCC2=CC(=CC=C12)N(S(=O)(=O)C1=CC(=CC(=C1)Cl)Cl)CP(OCC)(OCC)=O (Diethyl {[(1-acetyl-2,3-dihydro-1H-indol-5-yl)-(3,5-dichloro-phenylsulphonyl)-amino]-methyl}-phosphonate). Starting materials: CC(C)c1ccc2c(Nc3cc(C(=O)O)ccc3Sc3ccc(NC(=O)OC(C)(C)C)cc3)ncnc2n1, NC(CCO)c1ccccc1. The product is CC(C)c1ccc2c(Nc3cc(C(=O)NC(CCO)c4ccccc4)ccc3Sc3ccc(NC(=O)OC(C)(C)C)cc3)ncnc2n1. RXN SMILES: [C:1]([CH3:2])([CH3:3])([CH3:4])[O:5][C:6](=[O:7])[NH:8][c:9]1[cH:10][cH:11][c:12]([S:15][c:16]2[c:17]([NH:25][c:26]3[c:27]4[c:28]([n:29][cH:30][n:31]3)[n:32][c:33]([CH:36]([CH3:37])[CH3:38])[cH:34][cH:35]4)[cH:18][c:19]([C:20](=[O:21])[OH:22])[cH:23][cH:24]2)[cH:13][cH:14]1.[NH2:39][CH:40]([CH2:41][CH2:42][OH:43])[c:44]1[cH:45][cH:46][cH:47][cH:48][cH:49]1>>[C:1]([CH3:2])([CH3:3])([CH3:4])[O:5][C:6](=[O:7])[NH:8][c:9]1[cH:10][cH:11][c:12]([S:15][c:16]2[c:17]([NH:25][c:26]3[c:27]4[c:28]([n:29][cH:30][n:31]3)[n:32][c:33]([CH:36]([CH3:37])[CH3:38])[cH:34][cH:35]4)[cH:18][c:19]([C:20](=[O:22])[NH:39][CH:40]([CH2:41][CH2:42][OH:43])[c:44]3[cH:45][cH:46][cH:47][cH:48][cH:49]3)[cH:23][cH:24]2)[cH:13][cH:14]1. The product is FC(C(C1=CC=CC=C1)(F)F)(F)C1=CC=C(C=C1)C(C)=O (4'-(α,α,β,β-Tetrafluorophenethyl)-acetophenone). Procedure details: A solution of 3.3 g. (0.0118 mole) of 4-(α,α,β,β-tetrafluorophenethyl)-benzonitrile in 25 ml. of dry, peroxide-free tetrahydrofuran is added dropwise to a stirred solution of about 0.03 mole of methylmagnesium bromide in 25 ml. of absolute ether in a nitrogen atmosphere. The mixture is stirred at reflux for about 26 hours. After cooling in an ice-bath, the adduct is hydrolyzed by the dropwise addition of about 5 ml. of water and the mixture is diluted with about 50 ml. of ether. The organic phas... As a reaction SMILES: [F:1][C:2]([C:13]1[CH:20]=[CH:19][C:16]([C:17]#N)=[CH:15][CH:14]=1)([F:12])[C:3]([F:11])([F:10])[C:4]1[CH:9]=[CH:8][CH:7]=[CH:6][CH:5]=1.[CH3:21][Mg]Br.[OH2:24]>CCOCC>[F:1][C:2]([C:13]1[CH:20]=[CH:19][C:16]([C:17](=[O:24])[CH3:21])=[CH:15][CH:14]=1)([F:12])[C:3]([F:11])([F:10])[C:4]1[CH:9]=[CH:8][CH:7]=[CH:6][CH:5]=1. Reactants: FC(C(C1=CC=CC=C1)(F)F)(F)C1=CC=C(C#N)C=C1 (4-(α,α,β,β-tetrafluorophenethyl)-benzonitrile), O (water), peroxide, C[Mg]Br (methylmagnesium bromide). Solvent: CCOCC (ether), CCOCC (ether).